From a dataset of the Open Reaction Database (ORD), a public repository of structured organic reaction records. describe an organic reaction: reactants, conditions, products, and yield The reactants are NC1=C(C(=NN1C1=CC=CC=C1)C1=CC=C(C=C1)N(C)C)C#N (5-amino-3-(p-dimethylaminophenyl)-1-phenylpyrazole-4-carbonitrile), C(#CC(=O)OC)C(=O)OC (dimethyl acetylenedicarboxylate). Yields the product NC1=C2C(=NC(=C1C(=O)OC)C(=O)OC)N(N=C2C2=CC=C(C=C2)N(C)C)C2=CC=CC=C2 (dimethyl 4-amino-3-(p-dimethylaminophenyl)-1-phenylpyrazolo[3,4-b]pyridine-5,6-dicarboxylate). As a reaction SMILES: [NH2:1][C:2]1[N:6]([C:7]2[CH:12]=[CH:11][CH:10]=[CH:9][CH:8]=2)[N:5]=[C:4]([C:13]2[CH:18]=[CH:17][C:16]([N:19]([CH3:21])[CH3:20])=[CH:15][CH:14]=2)[C:3]=1[C:22]#[N:23].[C:24]([C:30]([O:32][CH3:33])=[O:31])#[C:25][C:26]([O:28][CH3:29])=[O:27]>>[NH2:23][C:22]1[C:25]([C:26]([O:28][CH3:29])=[O:27])=[C:24]([C:30]([O:32][CH3:33])=[O:31])[N:1]=[C:2]2[N:6]([C:7]3[CH:8]=[CH:9][CH:10]=[CH:11][CH:12]=3)[N:5]=[C:4]([C:13]3[CH:18]=[CH:17][C:16]([N:19]([CH3:20])[CH3:21])=[CH:15][CH:14]=3)[C:3]=12. Procedure details: Using 1.57 mg (5 mmol) of 5-amino-3-(p-dimethylaminophenyl)-1-phenylpyrazole-4-carbonitrile [see Chem. Ber., 99, 3492 (1966)] and 0.85 g (6 mmol) of dimethyl acetylenedicarboxylate, the entitled product having a melting point of 207° to 208° C. was obtained in the same manner as in Example 2-(2). The reactants are CCOC(=O)Cc1ccc(OCCCN(C)C)cc1, C1CCOC1, C1CCCCC1, [Li]CCCC, CC#N, [Li]. Yields the product CN(C)CCCOc1ccc(CC(=O)CC#N)cc1. RXN SMILES: [CH2:10]([O:11][C:13]([CH2:14][c:15]1[cH:16][cH:17][c:18]([O:21][CH2:22][CH2:23][CH2:24][N:25]([CH3:26])[CH3:27])[cH:19][cH:20]1)=[O:28])[CH3:12].[CH2:29]1[O:30][CH2:31][CH2:32][CH2:33]1.[CH2:34]1[CH2:35][CH2:36][CH2:37][CH2:38][CH2:39]1.[CH2:5]([Li:6])[CH2:7][CH2:8][CH3:9].[CH3:2][C:3]#[N:4].[Li:1]>>[CH2:2]([C:3]#[N:4])[C:13]([CH2:14][c:15]1[cH:16][cH:17][c:18]([O:21][CH2:22][CH2:23][CH2:24][N:25]([CH3:26])[CH3:27])[cH:19][cH:20]1)=[O:28]. Starting materials: N1(C=NC=2C=NC=3C=CC=CC3C21)CCOCCNC(OC(C)(C)C)=O (tert-butyl 2-[2-(1H-imidazo[4,5-c]quinolin-1-yl)ethoxy]ethylcarbamate), C1=CC(=CC(=C1)Cl)C(=O)OO (MCPBA), C(=O)(O)[O-].[Na+] (NaHCO3). Solvent: C(Cl)Cl (CH2Cl2). Run at time 8 hour. The product is [O-][N+]1=CC2=C(C=3C=CC=CC13)N(C=N2)CCOCCNC(OC(C)(C)C)=O (tert-butyl 2-[2-(5-oxido-1H-imidazo[4,5-c]quinolin-1-yl)ethoxy]ethylcarbamate). Isolated yield 84.0%. Reaction SMILES: [N:1]1([CH2:14][CH2:15][O:16][CH2:17][CH2:18][NH:19][C:20](=[O:26])[O:21][C:22]([CH3:25])([CH3:24])[CH3:23])[C:13]2[C:12]3[CH:11]=[CH:10][CH:9]=[CH:8][C:7]=3[N:6]=[CH:5][C:4]=2[N:3]=[CH:2]1.C1C=C(Cl)C=C(C(OO)=[O:35])C=1.C([O-])(O)=O.[Na+]>C(Cl)Cl>[O-:35][N+:6]1[C:7]2[CH:8]=[CH:9][CH:10]=[CH:11][C:12]=2[C:13]2[N:1]([CH2:14][CH2:15][O:16][CH2:17][CH2:18][NH:19][C:20](=[O:26])[O:21][C:22]([CH3:23])([CH3:25])[CH3:24])[CH:2]=[N:3][C:4]=2[CH:5]=1 |f:2.3|. Procedure details: A solution of tert-butyl 2-[2-(1H-imidazo[4,5-c]quinolin-1-yl)ethoxy]ethylcarbamate (5.25 g, 14.7 mmol) in 200 mL of CH2Cl2 was treated with MCPBA (77%, 3.63 g, 16.3 mmol). After stirring overnight, the reaction mixture was treated with saturated NaHCO3 solution and the layers were separated. The organic portion was washed with H2O and brine then dried over Na2SO4 and concentrated to give 4.60 g of tert-butyl 2-[2-(5-oxido-1H-imidazo[4,5-c]quinolin-1-yl)ethoxy]ethylcarbamate as a light brown foa... Starting materials: Cl (hydrochloric acid), COC(C=CC=1N(C(C2=CC=C(C=C2C1C1=CC=CC=C1)Br)=O)CC1=CC2=C(OCO2)C=C1)=O (3-[2-(benzo[1,3]dioxol-5-ylmethyl)-6-bromo-1-oxo-4-phenyl-1,2-dihydroisoquinolin-3-yl]acrylic acid methyl ester), C1CCOC1 (THF), [OH-].[Na+] (sodium hydroxide). The solvent is CO (methanol). Run at time 1 hour. Product: O1COC2=C1C=CC(=C2)CN2C(C1=CC=C(C=C1C(=C2C(C(=O)O)=C)C2=CC=CC=C2)Br)=O ((2-(benzo[1,3]dioxol-5-ylmethyl)-6-bromo-1-oxo-4-phenyl-1,2-dihydroisoquinolin-3-yl)acrylic acid). Reaction SMILES: COC(=O)C=C[C:6]1[N:7]([CH2:24][C:25]2[CH:33]=[CH:32][C:28]3[O:29][CH2:30][O:31][C:27]=3[CH:26]=2)[C:8](=[O:23])[C:9]2[C:14]([C:15]=1[C:16]1[CH:21]=[CH:20][CH:19]=[CH:18][CH:17]=1)=[CH:13][C:12]([Br:22])=[CH:11][CH:10]=2.[CH2:35]1[CH2:39][O:38]C[CH2:36]1.[OH-:40].[Na+].Cl>CO>[O:29]1[C:28]2[CH:32]=[CH:33][C:25]([CH2:24][N:7]3[C:6]([C:35](=[CH2:36])[C:39]([OH:38])=[O:40])=[C:15]([C:16]4[CH:17]=[CH:18][CH:19]=[CH:20][CH:21]=4)[C:14]4[C:9](=[CH:10][CH:11]=[C:12]([Br:22])[CH:13]=4)[C:8]3=[O:23])=[CH:26][C:27]=2[O:31][CH2:30]1 |f:2.3|. Procedure details: To a mixture of 3-[2-(benzo[1,3]dioxol-5-ylmethyl)-6-bromo-1-oxo-4-phenyl-1,2-dihydroisoquinolin-3-yl]acrylic acid methyl ester (100 mg), THF (4.0 ml) and methanol (4.0 ml) was added 1N sodium hydroxide (390 μl), and the mixture was stirred at room temperature for 1 hr. The reaction mixture was adjusted to pH 3 with 1N hydrochloric acid and concentrated under reduced pressure. The residue was partitioned between water and ethyl acetate, and the organic layer was dried over magnesium sulfate and ... Reactants: FC(C=1C=C(CN(C2=NC=C(C=N2)OCCCC(=O)OCC)CC2=C(C=CC(=C2)C(F)(F)F)OC(CC)CC)C=C(C1)C(F)(F)F)(F)F (Ethyl 4-(2-{(3,5-bis-trifluoromethyl-benzyl)-[2-(1-ethylpropoxy)-5-trifluoromethyl-benzyl]-amino}-pyrimidin-5-yloxy)-butyrate), Cl (hydrochloric acid), C(C)(=O)OCC (ethyl acetate), [OH-].[Na+] (sodium hydroxide). The solvent is C(C)O (ethanol). Reaction conditions: time 30 minute. Product: FC(C=1C=C(CN(C2=NC=C(C=N2)OCCCC(=O)O)CC2=C(C=CC(=C2)C(F)(F)F)OC(CC)CC)C=C(C1)C(F)(F)F)(F)F (4-(2-{(3,5-bis-trifluoromethyl-benzyl)-[2-(1-ethylpropoxy)-5-trifluoromethyl-benzyl]-amino}-pyrimidin-5-yloxy)-butyric acid). Isolated yield 86.7%. Reaction SMILES: [F:1][C:2]([F:48])([F:47])[C:3]1[CH:4]=[C:5]([CH:40]=[C:41]([C:43]([F:46])([F:45])[F:44])[CH:42]=1)[CH2:6][N:7]([CH2:23][C:24]1[CH:29]=[C:28]([C:30]([F:33])([F:32])[F:31])[CH:27]=[CH:26][C:25]=1[O:34][CH:35]([CH2:38][CH3:39])[CH2:36][CH3:37])[C:8]1[N:13]=[CH:12][C:11]([O:14][CH2:15][CH2:16][CH2:17][C:18]([O:20]CC)=[O:19])=[CH:10][N:9]=1.[OH-].[Na+].Cl.C(OCC)(=O)C>C(O)C>[F:48][C:2]([F:1])([F:47])[C:3]1[CH:4]=[C:5]([CH:40]=[C:41]([C:43]([F:44])([F:45])[F:46])[CH:42]=1)[CH2:6][N:7]([CH2:23][C:24]1[CH:29]=[C:28]([C:30]([F:33])([F:32])[F:31])[CH:27]=[CH:26][C:25]=1[O:34][CH:35]([CH2:36][CH3:37])[CH2:38][CH3:39])[C:8]1[N:9]=[CH:10][C:11]([O:14][CH2:15][CH2:16][CH2:17][C:18]([OH:20])=[O:19])=[CH:12][N:13]=1 |f:1.2|. Procedure: Ethyl 4-(2-{(3,5-bis-trifluoromethyl-benzyl)-[2-(1-ethylpropoxy)-5-trifluoromethyl-benzyl]-amino}-pyrimidin-5-yloxy)-butyrate (190 mg) is dissolved in ethanol (5 ml), and thereto is added a 1N-aqueous sodium hydroxide solution (1 ml) and the mixture is stirred at room temperature for 3 hours and 30 minutes. To the reaction solution are added a 1N-hydrochloric acid and ethyl acetate, and the mixture is separated, and the organic layer is washed with a saturated brine, dried over magnesium sulfate...